From a dataset of the Open Reaction Database (ORD), a public repository of structured organic reaction records. describe an organic reaction: reactants, conditions, products, and yield Reactants: CC1C(N2[C@H](C(SC1)=O)CCC2)=O ((4RS-9aS)-hexahydro-4-methyl-1H,5H-pyrrolo [2,1-c][1,4]thiazepine-1,5-dione), CN(C=O)C (dimethylformamide). Run in [OH-].[Na+] (sodium hydroxide). Conditions: time 4 hour. Yields the product SCC(C(=O)N1[C@H](C(=O)O)CCC1)C (1-(3-Mercapto-2-methylpropanoyl)-L-proline). RXN SMILES: [CH3:1][CH:2]1[CH2:8][S:7][C:6](=[O:9])[C@@H:5]2[CH2:10][CH2:11][CH2:12][N:4]2[C:3]1=[O:13].CN(C)C=[O:17]>[OH-].[Na+]>[SH:7][CH2:8][CH:2]([CH3:1])[C:3]([N:4]1[CH2:12][CH2:11][CH2:10][C@H:5]1[C:6]([OH:17])=[O:9])=[O:13] |f:2.3|. Reported procedure: To a solution of (4RS-9aS)-hexahydro-4-methyl-1H,5H-pyrrolo [2,1-c][1,4]thiazepine-1,5-dione (2 g) in dimethylformamide (100 ml), normal sodium hydroxide (20 ml) is added. The mixture is stirred for four hours at room temperature under argon. The solvent is removed in vacuo, the residue is dissolved in ethyl acetate and washed with 10% potassium bisulfate and water. The organic layer is dried and concentrated to yield the title compound.